From a dataset of the Open Reaction Database (ORD), a public repository of structured organic reaction records. describe an organic reaction: reactants, conditions, products, and yield Starting materials: O=C(c1ccccc1)C(Cl)(Cl)Cl, NCc1ccccn1. Yields the product NC(=O)c1ccccc1. As a reaction SMILES: [Cl:1][C:2]([C:3](=[O:4])[c:5]1[cH:6][cH:7][cH:8][cH:9][cH:10]1)([Cl:11])[Cl:12].[NH2:13][CH2:14][c:15]1[cH:16][cH:17][cH:18][cH:19][n:20]1>>[C:3](=[O:4])([c:5]1[cH:6][cH:7][cH:8][cH:9][cH:10]1)[NH2:13].